This data is from the Open Reaction Database (ORD), a public repository of structured organic reaction records. The task is: describe an organic reaction: reactants, conditions, products, and yield Starting materials: C(C(=O)Cl)(=O)Cl (Oxalyl chloride), N1(CCCCC1)C1=C(C=C(C(=O)O)C=C1)C(F)(F)F (4-Piperidin-1-yl-3-(trifluoromethyl)benzoic acid), FC=1C=CC(=C(C1)C(N)=NO)OC (5-fluoro-N′-hydroxy-2-methoxybenzenecarboximidamide), CCN(C(C)C)C(C)C (DIEA). Yields the product FC=1C=CC(=C(C1)C1=NOC(=N1)C1=CC(=C(C=C1)N1CCCCC1)C(F)(F)F)OC (1-[4-[3-(5-fluoro-2-methoxyphenyl)-1,2,4-oxadiazol-5-yl]-2-(trifluoromethyl)phenyl]piperidine). RXN SMILES: C(Cl)(=O)C(Cl)=O.[N:7]1([C:13]2[CH:21]=[CH:20][C:16]([C:17]([OH:19])=O)=[CH:15][C:14]=2[C:22]([F:25])([F:24])[F:23])[CH2:12][CH2:11][CH2:10][CH2:9][CH2:8]1.[F:26][C:27]1[CH:28]=[CH:29][C:30]([O:37][CH3:38])=[C:31]([C:33](=[N:35]O)[NH2:34])[CH:32]=1.CCN(C(C)C)C(C)C>>[F:26][C:27]1[CH:28]=[CH:29][C:30]([O:37][CH3:38])=[C:31]([C:33]2[N:34]=[C:17]([C:16]3[CH:20]=[CH:21][C:13]([N:7]4[CH2:8][CH2:9][CH2:10][CH2:11][CH2:12]4)=[C:14]([C:22]([F:25])([F:24])[F:23])[CH:15]=3)[O:19][N:35]=2)[CH:32]=1. Procedure details: Oxalyl chloride (190 mg; 1.5 mmol; 3 eq.), Intermediate 42 (137 mg; 0.5 mmol; 1 eq.), Intermediate 23 (92 mg; 0.5 mmol, 1 eq.) and DIEA (194 mg; 1.5 mmol; 3 eq.) were reacted according to general procedure 2. Purification by crystallisation from n-pentane afforded the title compound as a white solid.